From a dataset of the Open Reaction Database (ORD), a public repository of structured organic reaction records. describe an organic reaction: reactants, conditions, products, and yield Starting materials: CC(Cl)c1cccnc1, OC1=CC=CC2=C1OC(C)(C)C2. The reagents and catalysts are O=C([O-])[O-].[Cs+].[Cs+] (cesium carbonate), [I-].[K+] (potassium iodide). The solvent is CN(C)C=O (DMF), CN(C)C=O (dmf), CN(C)C=O (DMF). Reaction conditions: temperature 70 celsius, time 16 hour. The product is CC(C%20=CC=CN=C%20)OC%21=CC=CC%22=C%21OC(C)(C)C%22. Reactants: COCCC(=O)O, Cc1cc2occc2c(N2CCN(CCC3CCC(N)CC3)CC2)n1, Cl, Cl, Cl. Product: COCCC(=O)NC1CCC(CCN2CCN(c3nc(C)cc4occc34)CC2)CC1. RXN SMILES: [CH3:29][O:30][CH2:31][CH2:32][C:33](=[O:34])[OH:35].[CH3:4][c:5]1[cH:6][c:7]2[c:8]([c:9]([N:11]3[CH2:12][CH2:13][N:14]([CH2:17][CH2:18][CH:19]4[CH2:20][CH2:21][CH:22]([NH2:25])[CH2:23][CH2:24]4)[CH2:15][CH2:16]3)[n:10]1)[cH:26][cH:27][o:28]2.[ClH:1].[ClH:2].[ClH:3]>>[CH3:4][c:5]1[cH:6][c:7]2[c:8]([c:9]([N:11]3[CH2:12][CH2:13][N:14]([CH2:17][CH2:18][CH:19]4[CH2:20][CH2:21][CH:22]([NH:25][C:33]([CH2:32][CH2:31][O:30][CH3:29])=[O:34])[CH2:23][CH2:24]4)[CH2:15][CH2:16]3)[n:10]1)[cH:26][cH:27][o:28]2.